Dataset: the Open Reaction Database (ORD), a public repository of structured organic reaction records. Task: describe an organic reaction: reactants, conditions, products, and yield Starting materials: C1CCOC1, COC(=O)c1c([N+](=O)[O-])cccc1S(=O)(=O)Cl, Cl, CC(O)CN. The product is COC(=O)c1c([N+](=O)[O-])cccc1S(=O)(=O)NCC(C)O. As a reaction SMILES: [CH2:24]1[O:25][CH2:26][CH2:27][CH2:28]1.[Cl:1][S:2](=[O:3])(=[O:4])[c:5]1[c:6]([C:7](=[O:8])[O:9][CH3:10])[c:11]([N+:15](=[O:16])[O-:17])[cH:12][cH:13][cH:14]1.[ClH:23].[NH2:18][CH2:19][CH:20]([CH3:21])[OH:22]>>[S:2](=[O:3])(=[O:4])([c:5]1[c:6]([C:7](=[O:8])[O:9][CH3:10])[c:11]([N+:15](=[O:16])[O-:17])[cH:12][cH:13][cH:14]1)[NH:18][CH2:19][CH:20]([CH3:21])[OH:22]. Starting materials: C(#N)[BH3-].[Na+] (sodium cyanoborohydride), C1(=CC=CC=C1)C=CC(CC(CC(=O)OC)=O)O (methyl 7-phenyl-5-hydroxy-3-oxo-6-heptenoate), O (water), Cl (hydrochloric acid). The reagents and catalysts are CC([O-])C.CC([O-])C.CC([O-])C.[Cl-].[Ti+4] (titanium chloride triisopropoxide). Run in CO (methanol), CO (methanol). Reaction conditions: temperature -10 celsius, time 20 minute. Yields the product C1(=CC=CC=C1)C=CC(CC(CC(=O)OC)O)O (methyl 7-phenyl-3,5-dihydroxy-6-heptenoate). Isolated yield 65.2%. RXN SMILES: [C:1]1([CH:7]=[CH:8][CH:9]([OH:18])[CH2:10][C:11](=[O:17])[CH2:12][C:13]([O:15][CH3:16])=[O:14])[CH:6]=[CH:5][CH:4]=[CH:3][CH:2]=1.C([BH3-])#N.[Na+].O.Cl>CO.CC(C)[O-].CC(C)[O-].CC(C)[O-].[Cl-].[Ti+4]>[C:1]1([CH:7]=[CH:8][CH:9]([OH:18])[CH2:10][CH:11]([OH:17])[CH2:12][C:13]([O:15][CH3:16])=[O:14])[CH:2]=[CH:3][CH:4]=[CH:5][CH:6]=1 |f:1.2,6.7.8.9.10|. Procedure details: 700 mg of methyl 7-phenyl-5-hydroxy-3-oxo-6-heptenoate (2.82 mmol) are dissolved in 25 cm3 of methanol and then cooled to -10° C. 0.71 cm3 of titanium chloride triisopropoxide (2.82 mmol) is added. The mixture is stirred for 20 minutes at -10° C. 207.8 mg of sodium cyanoborohydride (3.1 mmol) are then added and the mixture is then stirred for 3 hours 45 minutes at a temperature between -5° and 0° C. 5 cm3 of water and 1 cm3 of concentrated hydrochloric acid are added. After evaporation of the me... Procedure: The hydrogenation reaction preferably takes place in the presence of a solvent which is inert to the reactants, for example, isopropyl alcohol, n-propyl alcohol, ethanol, benzene and toluene. At the end of the reaction, the reaction mass is filtered, stripped of solvent and distilled as by fractional distillation. If desired, the reaction product defined according to the structure: ##STR50## may be used as is for its organoleptic properties or it may be further purified by means of standard "d" ... The reactants are C(C)O (ethanol), C1=CC=CC=C1 (benzene), C(C)(C)O (isopropyl alcohol), C(CC)O (n-propyl alcohol). As a reaction SMILES: C([OH:4])(C)C.[CH2:5]([OH:8])[CH2:6][CH3:7].[CH2:9]([OH:11])C.[CH:12]1C=C[CH:15]=[CH:14][CH:13]=1>C1(C)C=CC=CC=1>[C:9]([OH:11])(=[O:4])[CH:5]([C:6]1[CH:15]=[CH:14][CH:13]=[CH:12][CH:7]=1)[OH:8]. Product: esters, C(C(O)C1=CC=CC=C1)(=O)O (mandelic acid). Run in C1(=CC=CC=C1)C (toluene). Reactants: N1C=NC=C1 (imidazole), OC[C@@H]1OCC=C[C@H]1O (trans-2-hydroxymethyl-3,6-dihydro-2H-pyran-3-ol), CC(C)(C)[Si](C)(C)Cl (TBSCl). Solvent: C(Cl)Cl (CH2Cl2). Run at temperature 0 celsius. Product: [Si](C)(C)(C(C)(C)C)OC[C@@H]1OCC=C[C@H]1O (trans-2-(tert-butyldimethylsilanyloxymethyl)-3,6-dihydro-2H-pyran-3-ol). Reaction SMILES: [OH:1][CH2:2][C@H:3]1[C@H:8]([OH:9])[CH:7]=[CH:6][CH2:5][O:4]1.N1C=CN=C1.[CH3:15][C:16]([Si:19](Cl)([CH3:21])[CH3:20])([CH3:18])[CH3:17]>C(Cl)Cl>[Si:19]([O:1][CH2:2][C@H:3]1[C@H:8]([OH:9])[CH:7]=[CH:6][CH2:5][O:4]1)([C:16]([CH3:18])([CH3:17])[CH3:15])([CH3:21])[CH3:20]. Reported procedure: To a 0° C., stirred solution of trans-2-hydroxymethyl-3,6-dihydro-2H-pyran-3-ol (OA g, 2.84 mmol) in CH2Cl2 (40 ml) under an Argon atmosphere was added imidazole (0.231 g, 3.4 mmol) followed by TBSCl (0.428 g, 3.4 mmol). The resulting mixture was stirred for 1H at 0° C. The reaction mixture was washed with water (10 ml×2) and brine (10 ml). The organic phase was dried over anhydrous Na2SO4 The solvent was removed in vacuo and the crude product purified by flash chromatography (25-40% EtOAc in he... Reactants: COC=1C=C(C=CC1OC)CCN (3,4-dimethoxyphenylethylamine), COC1=C(C=CC(=C1OC)OC)CC(=O)O (2,3,4-trimethoxyphenylacetic acid). Product: COC=1C=C(C=CC1OC)CCNC(CC1=C(C(=C(C=C1)OC)OC)OC)=O (N-[2-(3,4-Dimethoxy-phenyl)-ethyl]-2,3,4-trimethoxyphenyl-acetamide). As a reaction SMILES: [CH3:1][O:2][C:3]1[CH:4]=[C:5]([CH2:11][CH2:12][NH2:13])[CH:6]=[CH:7][C:8]=1[O:9][CH3:10].[CH3:14][O:15][C:16]1[C:21]([O:22][CH3:23])=[C:20]([O:24][CH3:25])[CH:19]=[CH:18][C:17]=1[CH2:26][C:27](O)=[O:28]>>[CH3:1][O:2][C:3]1[CH:4]=[C:5]([CH2:11][CH2:12][NH:13][C:27](=[O:28])[CH2:26][C:17]2[CH:18]=[CH:19][C:20]([O:24][CH3:25])=[C:21]([O:22][CH3:23])[C:16]=2[O:15][CH3:14])[CH:6]=[CH:7][C:8]=1[O:9][CH3:10]. Reported procedure: prepared by reaction of 3,4-dimethoxyphenylethylamine and 2,3,4-trimethoxyphenylacetic acid. The reactants are CC(C)(C)OC(=O)N1CC(F)(F)CC1CO, ClCCl. Yields the product CC(C)(C)OC(=O)N1CC(F)(F)CC1C=O. As a reaction SMILES: [C:1]([CH3:2])([CH3:3])([CH3:4])[O:5][C:6](=[O:7])[N:8]1[CH:9]([CH2:15][OH:16])[CH2:10][C:11]([F:13])([F:14])[CH2:12]1.[Cl:17][CH2:18][Cl:19]>>[C:1]([CH3:2])([CH3:3])([CH3:4])[O:5][C:6](=[O:7])[N:8]1[CH:9]([CH:15]=[O:16])[CH2:10][C:11]([F:13])([F:14])[CH2:12]1.